Dataset: the Open Reaction Database (ORD), a public repository of structured organic reaction records. Task: describe an organic reaction: reactants, conditions, products, and yield Starting materials: O=C([O-])[O-], CCO, NC(=O)C1CCCCC1, Cl, [K+], [K+], C1=C(c2ccccn2)CCNC1. Reaction SMILES: [C:23](=[O:24])([O-:25])[O-:26].[CH2:29]([OH:30])[CH3:31].[CH:14]1([C:20](=[O:21])[NH2:22])[CH2:15][CH2:16][CH2:17][CH2:18][CH2:19]1.[ClH:1].[K+:27].[K+:28].[n:2]1[c:3]([C:8]2=[CH:13][CH2:12][NH:11][CH2:10][CH2:9]2)[cH:4][cH:5][cH:6][cH:7]1>>[n:2]1[c:3]([C:8]2=[CH:13][CH2:12][N:11]([CH2:23][NH:22][C:20]([CH:14]3[CH2:15][CH2:16][CH2:17][CH2:18][CH2:19]3)=[O:21])[CH2:10][CH2:9]2)[cH:4][cH:5][cH:6][cH:7]1. Product: O=C(NCN1CC=C(c2ccccn2)CC1)C1CCCCC1. Reactants: OC1=C(C(COC2=C1C=CC=C2)=O)C=O (2,3-dihydro-5-hydroxy-3-oxo-1-benzoxepin-4-carboxaldehyde), N\C(=C/C#N)\C (3-aminocrotononitrile). The solvent is C(C)O (ethanol). Yields the product CC1=C(C2=C(C=N1)C(C1=C(OC2)C=CC=C1)=O)C#N (5,11-Dihydro-3-methyl-11-oxo-1-benzoxepino[4,3-c]pyridine-4-carbonitrile). Reaction SMILES: [OH:1][C:2]1[C:8]2[CH:9]=[CH:10][CH:11]=[CH:12][C:7]=2[O:6][CH2:5][C:4](=O)[C:3]=1[CH:14]=O.[NH2:16]/[C:17](/[CH3:21])=[CH:18]\[C:19]#[N:20]>C(O)C>[CH3:21][C:17]1[N:16]=[CH:14][C:3]2[C:2](=[O:1])[C:8]3[CH:9]=[CH:10][CH:11]=[CH:12][C:7]=3[O:6][CH2:5][C:4]=2[C:18]=1[C:19]#[N:20]. Procedure: A solution of 8.16 g (0.04 mole) of 2,3-dihydro-5-hydroxy-3-oxo-1-benzoxepin-4-carboxaldehyde, 4.92 g (0.06 mole) of 3-aminocrotononitrile and 50 ml of absolute ethanol was maintained at reflux for 10 min. and cooled. The separated crystals were filtered, washed with 10 ml ethanol and dried, wt. 5.2 g (52%); mp 124°-126°. Recrystallization was effected by dissolution in 75 ml of 50% dichloromethane-ethanol and removal, by distillation, of most of the dichloromethane. The pure product separated a... Reactants: CCO, O=Cc1ccc(Cl)c(Cl)c1, Cl, NO, [Na+], [OH-], O. Product: ON=Cc1ccc(Cl)c(Cl)c1. RXN SMILES: [CH3:17][CH2:18][OH:19].[Cl:6][c:7]1[cH:8][c:9]([CH:10]=[O:11])[cH:12][cH:13][c:14]1[Cl:15].[ClH:3].[NH2:4][OH:5].[Na+:2].[OH-:1].[OH2:16]>>[OH:1][N:4]=[CH:10][c:9]1[cH:8][c:7]([Cl:6])[c:14]([Cl:15])[cH:13][cH:12]1. The reactants are C1=CC=C2C(=C1)C(=O)C3=CC4=C(C=C3N2)C(=O)C5=CC=CC=C5N4 (quinacridone), C=CC1=CC=CC=C1.C(C=C)(=O)O.C(C(=C)C)(=O)OCCO (styrene acrylic acid hydroxyethyl methacrylate), C1=CC(=CC=C1C=O)C=O (terephthaldialdehyde), C1=CC=C2C(=C1)C(=O)C3=CC4=C(C=C3N2)C(=O)C5=CC=CC=C5N4 (quinacridone), resultant solution, CO (methanol), [OH-].[K+] (potassium hydroxide), resultant solution. Solvent: CS(=O)C (dimethyl sulfoxide), CC1=CC2=C(C=C1)NC3=CC4=C(C=C3C2=O)NC5=C(C4=O)C=C(C=C5)C (pigment), CC1=CC2=C(C=C1)NC3=CC4=C(C=C3C2=O)NC5=C(C4=O)C=C(C=C5)C (pigment), CC1=CC2=C(C=C1)NC3=CC4=C(C=C3C2=O)NC5=C(C4=O)C=C(C=C5)C (pigment), CC1=CC2=C(C=C1)NC3=CC4=C(C=C3C2=O)NC5=C(C4=O)C=C(C=C5)C (pigment), O (water), O (water). Run at temperature 0 celsius. Yields the product C1=CC=C2C(=C1)C(=O)C3=CC4=C(C=C3N2)C(=O)C5=CC=CC=C5N4.CC1=CC2=C(C=C1)NC3=CC4=C(C=C3C2=O)NC5=C(C4=O)C=C(C=C5)C (quinacridone pigment). RXN SMILES: C=[CH:2][C:3]1[CH:8]=[CH:7][CH:6]=[CH:5][CH:4]=1.[C:9](O)(=O)C=C.C(OCCO)(=O)C(C)=C.[CH3:23][OH:24].[OH-:25].[K+].C1C(C=O)=CC=C(C=O)C=1.[CH:37]1[CH:42]=[C:41]2[C:43]([C:45]3[C:50]([NH:51][C:40]2=[CH:39][CH:38]=1)=[CH:49][C:48]1[C:52]([C:54]2[C:59]([NH:60][C:47]=1[CH:46]=3)=[CH:58][CH:57]=[CH:56][CH:55]=2)=[O:53])=[O:44]>CS(C)=O.CC1C=CC2NC3C(C(=O)C=2C=1)=CC1NC2C=CC(C)=CC=2C(=O)C=1C=3.O>[CH:56]1[CH:55]=[C:54]2[C:52]([C:48]3[C:47]([NH:60][C:59]2=[CH:58][CH:57]=1)=[CH:46][C:45]1[C:43]([C:41]2[C:40]([NH:51][C:50]=1[CH:49]=3)=[CH:39][CH:38]=[CH:37][CH:42]=2)=[O:44])=[O:53].[CH3:2][C:3]1[CH:8]=[CH:7][C:6]2[NH:60][C:47]3[C:48]([C:23](=[O:24])[C:5]=2[CH:4]=1)=[CH:49][C:50]1[NH:51][C:40]2[CH:39]=[CH:38][C:37]([CH3:9])=[CH:42][C:41]=2[C:43](=[O:25])[C:45]=1[CH:46]=3 |f:0.1.2,4.5,11.12|. Procedure: Nine parts of a styrene/acrylic acid/hydroxyethyl methacrylate (6/3/1; molar ratio) terpolymer (molecular weight: 5,000) as a dispersing agent having a crosslinkable functional group were dissolved in 80 parts of dimethyl sulfoxide, and 10 parts of a quinacridone pigment (C.I. Pigment Red 122) were suspended in the resultant solution in a flask at 25° C. under an air atmosphere. A 30% methanol solution of potassium hydroxide was then added dropwise little by little to dissolve the quinacridone p... The reactants are NC1=CC=C2C=CC(NC2=C1)=O (7-amino-1H-quinolin-2-one), C1(=CC=C(C=C1)C(=O)O)C1=CC=CC=C1 (4-biphenylcarboxylic acid). The product is O=C1NC2=CC(=CC=C2C=C1)NC(=O)C1=CC=C(C=C1)C1=CC=CC=C1 (N-(2-Oxo-1,2-dihydro-quinolin-7-yl)-1,1′-biphenyl-4-carboxamide). RXN SMILES: [NH2:1][C:2]1[CH:11]=[C:10]2[C:5]([CH:6]=[CH:7][C:8](=[O:12])[NH:9]2)=[CH:4][CH:3]=1.[C:13]1([C:22]2[CH:27]=[CH:26][CH:25]=[CH:24][CH:23]=2)[CH:18]=[CH:17][C:16]([C:19](O)=[O:20])=[CH:15][CH:14]=1>>[O:12]=[C:8]1[CH:7]=[CH:6][C:5]2[C:10](=[CH:11][C:2]([NH:1][C:19]([C:16]3[CH:17]=[CH:18][C:13]([C:22]4[CH:23]=[CH:24][CH:25]=[CH:26][CH:27]=4)=[CH:14][CH:15]=3)=[O:20])=[CH:3][CH:4]=2)[NH:9]1. Procedure: Using the procedure outlined in Example 56, the title compound was prepared from 7-amino-1H-quinolin-2-one (D89) (30 mg, 0.19 mmol) and 4-biphenylcarboxylic acid (44 mg, 0.22 mmol) as an off-white solid. 1H NMR (400 MHz, DMSO) δ (ppm): 11.80 (br, 1H), 10.58 (br, 1H), 8.09 (d, 2H), 8.04 (d, 1H), 7.85 (m, 3H), 7.77 (d, 2H), 7.62 (d, 1H), 7.52 (m, 3H), 7.44 (t, 1H), 6.39 (d, 1H). As a reaction SMILES: [CH3:26][CH2:27][OH:28].[CH:1]1([N:4]2[CH2:5][CH2:6][N:7]([c:10]3[n:11][n:12][c:13](-[c:16]4[cH:17][c:18]([N+:22]([O-:23])=[O:24])[cH:19][cH:20][cH:21]4)[cH:14][cH:15]3)[CH2:8][CH2:9]2)[CH2:2][CH2:3]1.[OH2:25]>>[CH:1]1([N:4]2[CH2:5][CH2:6][N:7]([c:10]3[n:11][n:12][c:13](-[c:16]4[cH:17][c:18]([NH2:22])[cH:19][cH:20][cH:21]4)[cH:14][cH:15]3)[CH2:8][CH2:9]2)[CH2:2][CH2:3]1. Product: Nc1cccc(-c2ccc(N3CCN(C4CC4)CC3)nn2)c1. The reactants are CCO, O=[N+]([O-])c1cccc(-c2ccc(N3CCN(C4CC4)CC3)nn2)c1, O. Reactants: CC(C)(C)OC(=O)C(Br)Oc1cc(Cl)cc(Cl)c1, C1COCCO1, C[S-], [Na+]. Product: CSC(Oc1cc(Cl)cc(Cl)c1)C(=O)OC(C)(C)C. Reaction SMILES: [Br:1][CH:2]([C:3](=[O:4])[O:5][C:6]([CH3:7])([CH3:8])[CH3:9])[O:10][c:11]1[cH:12][c:13]([Cl:18])[cH:14][c:15]([Cl:17])[cH:16]1.[CH2:22]1[O:23][CH2:24][CH2:25][O:26][CH2:27]1.[CH3:19][S-:20].[Na+:21]>>[CH:2]([C:3](=[O:4])[O:5][C:6]([CH3:7])([CH3:8])[CH3:9])([O:10][c:11]1[cH:12][c:13]([Cl:18])[cH:14][c:15]([Cl:17])[cH:16]1)[S:20][CH3:19]. The reactants are CC=CC=CCCC=CC(=O)O, Cc1ccccc1, CN(C)C=O, O=S(Cl)Cl, Cc1ccccc1. The product is CC=CC=CCCC=CC(=O)O, [Cl-]. As a reaction SMILES: [C:8]([CH:9]=[CH:10][CH2:11][CH2:12][CH:13]=[CH:14][CH:15]=[CH:16][CH3:17])(=[O:18])[OH:19].[CH3:29][c:30]1[cH:31][cH:32][cH:33][cH:34][cH:35]1.[O:20]=[CH:21][N:22]([CH3:23])[CH3:24].[S:25]([Cl:26])([Cl:27])=[O:28].[c:1]1([CH3:2])[cH:3][cH:4][cH:5][cH:6][cH:7]1>>[C:8]([CH:9]=[CH:10][CH2:11][CH2:12][CH:13]=[CH:14][CH:15]=[CH:16][CH3:17])(=[O:18])[OH:19].[Cl-:27]. Starting materials: C1OC=2C=C(C=CC2O1)C1C(=C(C2=CC=CC=C12)C1=CC=CC=C1)C(=O)OCC (ethyl (RS)-1-(3,4-methylenedioxyphenyl)-3-phenylindene-2-carboxylate). Reagents/catalysts: [Pd] (palladium on activated carbon), [Pd] (palladium on activated carbon). Solvent: CCO (EtOH). Reaction conditions: time 8 hour. The product is C1OC=2C=C(C=CC2O1)C1C(C(C2=CC=CC=C12)C1=CC=CC=C1)C(=O)O (1-(3,4-Methylenedioxyphenyl)-3-phenylindane-2-carboxylic acid). Yield: 69.8%. As a reaction SMILES: [CH2:1]1[O:9][C:8]2[CH:7]=[CH:6][C:5]([CH:10]3[C:18]4[C:13](=[CH:14][CH:15]=[CH:16][CH:17]=4)[C:12]([C:19]4[CH:24]=[CH:23][CH:22]=[CH:21][CH:20]=4)=[C:11]3[C:25]([O:27]CC)=[O:26])=[CH:4][C:3]=2[O:2]1>CCO.[Pd]>[CH2:1]1[O:9][C:8]2[CH:7]=[CH:6][C:5]([CH:10]3[C:18]4[C:13](=[CH:14][CH:15]=[CH:16][CH:17]=4)[CH:12]([C:19]4[CH:20]=[CH:21][CH:22]=[CH:23][CH:24]=4)[CH:11]3[C:25]([OH:27])=[O:26])=[CH:4][C:3]=2[O:2]1. Reported procedure: To a solution of ethyl (RS)-1-(3,4-methylenedioxyphenyl)-3-phenylindene-2-carboxylate (1.00 g, 2.60 mmol) in EtOH (25 ml) was added 10% palladium on activated carbon (30 mg). The resulting suspension was stirred under an atmosphere of H2 overnight. Thin layer chromatographic analysis indicated that the reaction was incomplete, so additional 10% palladium on activated carbon (30 mg) was added, and the mixture was shaken on a Parr hydrogenator at 30 psi H2 for 2 d. At this time, thin layer chromat...